Dataset: the Open Reaction Database (ORD), a public repository of structured organic reaction records. Task: describe an organic reaction: reactants, conditions, products, and yield Reactants: CCCBr, CCO, CC(=O)c1ccc(O)cc1, [K+], [OH-]. Yields the product CCCOc1ccc(C(C)=O)cc1. As a reaction SMILES: [Br:13][CH2:14][CH2:15][CH3:16].[CH3:17][CH2:18][OH:19].[CH3:1][C:2](=[O:3])[c:4]1[cH:5][cH:6][c:7]([OH:8])[cH:9][cH:10]1.[K+:12].[OH-:11]>>[CH3:1][C:2](=[O:3])[c:4]1[cH:5][cH:6][c:7]([O:8][CH2:14][CH2:15][CH3:16])[cH:9][cH:10]1. The product is CNCCCN(C)c1nccs1. Reaction SMILES: [Br:8][c:9]1[s:10][cH:11][cH:12][n:13]1.[CH3:1][NH:2][CH2:3][CH2:4][CH2:5][NH:6][CH3:7].[CH:15]([Cl:16])([Cl:17])[Cl:18].[OH2:14]>>[CH3:1][N:2]([CH2:3][CH2:4][CH2:5][NH:6][CH3:7])[c:9]1[s:10][cH:11][cH:12][n:13]1. Starting materials: Brc1nccs1, CNCCCNC, ClC(Cl)Cl, O.